Dataset: the Open Reaction Database (ORD), a public repository of structured organic reaction records. Task: describe an organic reaction: reactants, conditions, products, and yield The reactants are CSC=1SC(=NN1)C1=CC2=CC=CC=C2C=C1 (2-methylsulfanyl-5-naphthalen-2-yl-[1,3,4]thiadiazole), ClC=1C=C(C(=O)OO)C=CC1 (3-chloro peroxybenzoic acid). The solvent is ClCCl (dichloromethane), ClCCl (dichloromethane). Reaction conditions: temperature 0 celsius, time 1 hour. The product is CS(=O)C=1SC(=NN1)C1=CC2=CC=CC=C2C=C1 (2-Methanesulfinyl-5-naphthalen-2-yl-[1,3,4]thiadiazole). RXN SMILES: [CH3:1][S:2][C:3]1[S:4][C:5]([C:8]2[CH:17]=[CH:16][C:15]3[C:10](=[CH:11][CH:12]=[CH:13][CH:14]=3)[CH:9]=2)=[N:6][N:7]=1.ClC1C=C(C=CC=1)C(OO)=[O:23]>ClCCl>[CH3:1][S:2]([C:3]1[S:4][C:5]([C:8]2[CH:17]=[CH:16][C:15]3[C:10](=[CH:11][CH:12]=[CH:13][CH:14]=3)[CH:9]=2)=[N:6][N:7]=1)=[O:23]. Procedure details: To a solution of 2-methylsulfanyl-5-naphthalen-2-yl-[1,3,4]thiadiazole (1.3 g, 5.03 mmol) in dichloromethane (50 ml) was added 50% moisten 3-chloro peroxybenzoic acid (1.9 g, 5.53 mmol) at 0° C. After stirred for 1 h at 0° C. the reaction was diluted with dichloromethane (50 ml) and quenched with addition of saturated aqueous sodium hydrogen carbonate (50 ml). The organic phase was separated and washed with water (50 ml), dried (MgSO4), filtered and evaporated in vacuo. The residue (1.4 g) was p...